Dataset: the Open Reaction Database (ORD), a public repository of structured organic reaction records. Task: describe an organic reaction: reactants, conditions, products, and yield Reactants: BrC=1C(=C2C=NNC2=CC1)C (5-bromo-4-methyl-1H-indazole), C(C)(C)(C)OC(=O)N1CC(C1)COS(=O)(=O)C1=CC=C(C)C=C1 (tert-butyl-3-[(tosyloxy)-methyl]azetidin-1-carboxylate), solution, C[Si](C)(C)[N-][Si](C)(C)C.[Na+] (sodium bis(trimethylsilyl)amide), C(C)(=O)OCC (ethyl acetate). Solvent: O1CCOCC1 (dioxan), O1CCCC1 (tetrahydrofuran), O (water). Conditions: temperature 90 celsius, time 6 hour. Yields the product BrC1=C(C2=CN(N=C2C=C1)CC1CN(C1)C(=O)OC(C)(C)C)C (Tert-butyl 3-[(5-bromo-4-methyl-2H-indazol-2-yl)methyl]-azetidin-1-carboxylate). As a reaction SMILES: [Br:1][C:2]1[C:3]([CH3:11])=[C:4]2[C:8](=[CH:9][CH:10]=1)[NH:7][N:6]=[CH:5]2.[C:12]([O:16][C:17]([N:19]1[CH2:22][CH:21]([CH2:23]OS(C2C=CC(C)=CC=2)(=O)=O)[CH2:20]1)=[O:18])([CH3:15])([CH3:14])[CH3:13].C[Si]([N-][Si](C)(C)C)(C)C.[Na+].C(OCC)(=O)C>O1CCOCC1.O1CCCC1.O>[Br:1][C:2]1[CH:10]=[CH:9][C:8]2[C:4](=[CH:5][N:6]([CH2:23][CH:21]3[CH2:22][N:19]([C:17]([O:16][C:12]([CH3:13])([CH3:15])[CH3:14])=[O:18])[CH2:20]3)[N:7]=2)[C:3]=1[CH3:11] |f:2.3|. Reported procedure: To a solution of 21.1 g of 5-bromo-4-methyl-1H-indazole and 37.6 g of tert-butyl-3-[(tosyloxy)-methyl]azetidin-1-carboxylate in 100 ml dioxan were added 150 ml of a 1M solution of sodium bis(trimethylsilyl)amide in tetrahydrofuran at 25° C. and this was stirred for 6 hrs at 90° C. After cooling, the reaction mixture was treated with ethyl acetate and water, the organic phases separated and the aqueous phase extracted twice with 100 ml portions of ethyl acetate. The combined organic phases were w... The reactants are CC(=O)O, CC(=O)O[BH-](OC(C)=O)OC(C)=O, C1CCOC1, CC=O, O=C1NC(=O)C(=Cc2cnn3c(NC4CCNCC4)cc(Nc4cccc(Cl)c4)nc23)N1, [Na+]. Product: CCN1CCC(Nc2cc(Nc3cccc(Cl)c3)nc3c(C=C4NC(=O)NC4=O)cnn23)CC1. Reaction SMILES: [C:33]([CH3:34])([OH:35])=[O:36].[C:40]([O:41][BH-:42]([O:43][C:44](=[O:45])[CH3:46])[O:47][C:48](=[O:49])[CH3:50])(=[O:51])[CH3:52].[CH2:54]1[O:55][CH2:56][CH2:57][CH2:58]1.[CH:37](=[O:38])[CH3:39].[Cl:1][c:2]1[cH:3][c:4]([NH:8][c:9]2[n:10][c:11]3[n:12]([c:13]([NH:15][CH:16]4[CH2:17][CH2:18][NH:19][CH2:20][CH2:21]4)[cH:14]2)[n:22][cH:23][c:24]3[CH:25]=[C:26]2[C:27](=[O:32])[NH:28][C:29](=[O:31])[NH:30]2)[cH:5][cH:6][cH:7]1.[Na+:53]>>[Cl:1][c:2]1[cH:3][c:4]([NH:8][c:9]2[n:10][c:11]3[n:12]([c:13]([NH:15][CH:16]4[CH2:17][CH2:18][N:19]([CH2:33][CH3:34])[CH2:20][CH2:21]4)[cH:14]2)[n:22][cH:23][c:24]3[CH:25]=[C:26]2[C:27](=[O:32])[NH:28][C:29](=[O:31])[NH:30]2)[cH:5][cH:6][cH:7]1. Starting materials: [Al+3], CCCCCCCCc1ccc2c(c1)Cc1ccccc1-2, CC(=O)Cl, [Cl-], [Cl-], [Cl-], Cl, S=C=S. The product is CCCCCCCCc1ccc2c(c1)Cc1cc(C(C)=O)ccc1-2. RXN SMILES: [Al+3:23].[CH2:1]([CH2:2][CH2:3][CH2:4][CH2:5][CH2:6][CH2:7][CH3:8])[c:9]1[cH:10][c:11]2[c:19]([cH:20][cH:21]1)-[c:18]1[c:13]([cH:14][cH:15][cH:16][cH:17]1)[CH2:12]2.[CH3:26][C:27]([Cl:28])=[O:29].[Cl-:22].[Cl-:24].[Cl-:25].[ClH:30].[S:31]=[C:32]=[S:33]>>[CH2:1]([CH2:2][CH2:3][CH2:4][CH2:5][CH2:6][CH2:7][CH3:8])[c:9]1[cH:10][c:11]2[c:19]([cH:20][cH:21]1)-[c:18]1[c:13]([cH:14][c:15]([C:27]([CH3:26])=[O:29])[cH:16][cH:17]1)[CH2:12]2. Reactants: COc1cc(O)ccc1C, CC(C)[Mg+], O=C1C(=O)N(C(c2ccccc2)c2ccccc2)c2ccccc21, [Cl-], ClCCl. Yields the product COc1cc(O)c(C2(O)C(=O)N(C(c3ccccc3)c3ccccc3)c3ccccc32)cc1C. Reaction SMILES: [CH3:1][O:2][c:3]1[cH:4][c:5]([OH:10])[cH:6][cH:7][c:8]1[CH3:9].[CH:12]([Mg+:13])([CH3:14])[CH3:15].[CH:16]([c:17]1[cH:18][cH:19][cH:20][cH:21][cH:22]1)([c:23]1[cH:24][cH:25][cH:26][cH:27][cH:28]1)[N:29]1[C:30](=[O:39])[C:31](=[O:38])[c:32]2[cH:33][cH:34][cH:35][cH:36][c:37]21.[Cl-:11].[Cl:40][CH2:41][Cl:42]>>[CH3:1][O:2][c:3]1[cH:4][c:5]([OH:10])[c:6]([C:31]2([OH:38])[C:30](=[O:39])[N:29]([CH:16]([c:17]3[cH:18][cH:19][cH:20][cH:21][cH:22]3)[c:23]3[cH:24][cH:25][cH:26][cH:27][cH:28]3)[c:37]3[c:32]2[cH:33][cH:34][cH:35][cH:36]3)[cH:7][c:8]1[CH3:9].